From a dataset of the Open Reaction Database (ORD), a public repository of structured organic reaction records. describe an organic reaction: reactants, conditions, products, and yield The product is N(N)C1=CC=C2CCNC(C2=C1)=O (7-hydrazino-3,4-dihydro-2H-isoquinolin-1-one). Procedure details: To a suspension of 7-amino-3,4-dihydro-2H-isoquinolin-1-one (8.1 g, 50 mmol) in conc. HCl (100 mL) in an ice-H2O bath was added a solution of NaNO2 (3.45 g, 50 mmol) in H2O dropwise at such a rate that the reaction mixture never rose above 5° C. A solution of SnCl2.2H2O(22.5 g, 0.1 mol) in conc. HCl (150 mL) was added dropwise after 30 min. The resulting mixture was stirred for another 2 h at 0° C. The precipitate was collected by suction, washed with ether to afford 7-hydrazino-3,4-dihydro-2H-i... Yield: 93.7%. Run in O (H2O), Cl (HCl), Cl (HCl). The reactants are N(=O)[O-].[Na+] (NaNO2), O.O.Cl[Sn]Cl (SnCl2.2H2O), NC1=CC=C2CCNC(C2=C1)=O (7-amino-3,4-dihydro-2H-isoquinolin-1-one). RXN SMILES: [NH2:1][C:2]1[CH:11]=[C:10]2[C:5]([CH2:6][CH2:7][NH:8][C:9]2=[O:12])=[CH:4][CH:3]=1.[N:13]([O-])=O.[Na+].O.O.Cl[Sn]Cl>Cl.O>[NH:1]([C:2]1[CH:11]=[C:10]2[C:5]([CH2:6][CH2:7][NH:8][C:9]2=[O:12])=[CH:4][CH:3]=1)[NH2:13] |f:1.2,3.4.5|. Conditions: temperature 0 celsius, time 2 hour. Reactants: [Cl-], [Li]CC, [NH4+], CC(C=CCC(C)CCCC(C)(C)O)=CC(=O)O, c1ccccc1. Product: CCC(=O)C=C(C)C=CCC(C)CCCC(C)(C)O. Reaction SMILES: [Cl-:22].[Li:19][CH2:20][CH3:21].[NH4+:23].[OH:1][C:2]([CH2:3][CH2:4][CH2:5][CH:6]([CH2:7][CH:8]=[CH:9][C:10](=[CH:11][C:12](=[O:13])[OH:14])[CH3:15])[CH3:16])([CH3:17])[CH3:18].[cH:24]1[cH:25][cH:26][cH:27][cH:28][cH:29]1>>[OH:1][C:2]([CH2:3][CH2:4][CH2:5][CH:6]([CH2:7][CH:8]=[CH:9][C:10](=[CH:11][C:12](=[O:14])[CH2:20][CH3:21])[CH3:15])[CH3:16])([CH3:17])[CH3:18].